From a dataset of the Open Reaction Database (ORD), a public repository of structured organic reaction records. describe an organic reaction: reactants, conditions, products, and yield Starting materials: COC(COC1=C2C(=C(C(=NC2=C(C=C1)F)CC)CC1=CC=C(C=C1)Br)OC(F)F)=O ([3-(4-bromobenzyl)-4-difluoromethoxy-2-ethyl-8-fluoroquinolin-5-yloxy]acetic acid methyl ester), C(C)(C)(C)OC(N)=O (carbamic acid tert-butyl ester), CC1(C2=C(C(=CC=C2)P(C3=CC=CC=C3)C4=CC=CC=C4)OC5=C(C=CC=C51)P(C6=CC=CC=C6)C7=CC=CC=C7)C (Xantphos), C([O-])([O-])=O.[Cs+].[Cs+] (cesium carbonate). Reagents/catalysts: C=1C=CC(=CC1)/C=C/C(=O)/C=C/C2=CC=CC=C2.C=1C=CC(=CC1)/C=C/C(=O)/C=C/C2=CC=CC=C2.C=1C=CC(=CC1)/C=C/C(=O)/C=C/C2=CC=CC=C2.[Pd].[Pd] (tris(dibenzylideneacetone)dipalladium(0)). The solvent is O1CCOCC1 (1,4-dioxane), C(C)(=O)O (acetic acid). Conditions: temperature 100 celsius. The product is COC(COC1=C2C(=C(C(=NC2=C(C=C1)F)CC)CC1=CC=C(C=C1)NC(=O)OC(C)(C)C)OC(F)F)=O ([3-(4-tert-butoxycarbonylaminobenzyl)-4-difluoromethoxy-2-ethyl-8-fluoroquinolin-5-yloxy]acetic acid methyl ester). The yield is 25.6%. As a reaction SMILES: [CH3:1][O:2][C:3](=[O:31])[CH2:4][O:5][C:6]1[CH:15]=[CH:14][C:13]([F:16])=[C:12]2[C:7]=1[C:8]([O:27][CH:28]([F:30])[F:29])=[C:9]([CH2:19][C:20]1[CH:25]=[CH:24][C:23](Br)=[CH:22][CH:21]=1)[C:10]([CH2:17][CH3:18])=[N:11]2.[C:32]([O:36][C:37](=[O:39])[NH2:38])([CH3:35])([CH3:34])[CH3:33].CC1(C)C2C(=C(P(C3C=CC=CC=3)C3C=CC=CC=3)C=CC=2)OC2C(P(C3C=CC=CC=3)C3C=CC=CC=3)=CC=CC1=2.C(=O)([O-])[O-].[Cs+].[Cs+]>C1C=CC(/C=C/C(/C=C/C2C=CC=CC=2)=O)=CC=1.C1C=CC(/C=C/C(/C=C/C2C=CC=CC=2)=O)=CC=1.C1C=CC(/C=C/C(/C=C/C2C=CC=CC=2)=O)=CC=1.[Pd].[Pd].C(O)(=O)C.O1CCOCC1>[CH3:1][O:2][C:3](=[O:31])[CH2:4][O:5][C:6]1[CH:15]=[CH:14][C:13]([F:16])=[C:12]2[C:7]=1[C:8]([O:27][CH:28]([F:30])[F:29])=[C:9]([CH2:19][C:20]1[CH:25]=[CH:24][C:23]([NH:38][C:37]([O:36][C:32]([CH3:35])([CH3:34])[CH3:33])=[O:39])=[CH:22][CH:21]=1)[C:10]([CH2:17][CH3:18])=[N:11]2 |f:3.4.5,6.7.8.9.10|. Reported procedure: A mixture of [3-(4-bromobenzyl)-4-difluoromethoxy-2-ethyl-8-fluoroquinolin-5-yloxy]acetic acid methyl ester (0.40 g), carbamic acid tert-butyl ester (0.19 g), tris(dibenzylideneacetone)dipalladium(0) (0.073 g), Xantphos (0.014 g), cesium carbonate (0.58 g) and 1,4-dioxane (5.0 mL) was heated at 100° C. for 10 hours. The mixture was cooled to room temperature, acidified by the addition of glacial acetic acid and partitioned between ethyl acetate and water. The organic phase was dried over magnesi... Starting materials: ClC1=C(C=C(C=C1)C1(O)[C@H](OC(C)=O)[C@@H](OC(C)=O)[C@H](OC(C)=O)[C@H](O1)COC(C)=O)CBr (1-chloro-4-(2,3,4,6-tetra-O-acetyl-D-glucopyranos-1-yl)-2-bromomethyl-benzene), FC=1C=C(C=C(C1OC)F)B(O)O (3,5-difluoro-4-methoxy-phenylboronic acid), C([O-])([O-])=O.[K+].[K+] (potassium carbonate). Reagents/catalysts: [Pd](Cl)Cl (palladium dichloride). Solvent: CC(=O)C (acetone), O (water). Conditions: time 8 hour. Product: ClC1=C(C=C(C=C1)[C@]1(O)[C@H](O)[C@@H](O)[C@H](O)[C@H](O1)CO)CC1=CC(=C(C(=C1)F)OC)F (1-Chloro-2-[(3,5-difluoro-4-methoxy-phenyl)-methyl]-4-(β-D-glucopyranos-1-yl)-benzene). Reaction SMILES: [Cl:1][C:2]1[CH:7]=[CH:6][C:5]([C:8]2([O:26][C@H:25]([CH2:27][O:28]C(=O)C)[C@@H:20]([O:21]C(=O)C)[C@H:15]([O:16]C(=O)C)[C@H:10]2[O:11]C(=O)C)[OH:9])=[CH:4][C:3]=1[CH2:32]Br.[F:34][C:35]1[CH:36]=[C:37](B(O)O)[CH:38]=[C:39]([F:43])[C:40]=1[O:41][CH3:42].C(=O)([O-])[O-].[K+].[K+]>CC(C)=O.O.[Pd](Cl)Cl>[Cl:1][C:2]1[CH:7]=[CH:6][C:5]([C@:8]2([O:26][C@H:25]([CH2:27][OH:28])[C@@H:20]([OH:21])[C@H:15]([OH:16])[C@H:10]2[OH:11])[OH:9])=[CH:4][C:3]=1[CH2:32][C:37]1[CH:36]=[C:35]([F:34])[C:40]([O:41][CH3:42])=[C:39]([F:43])[CH:38]=1 |f:2.3.4|. Procedure: A stirred mixture of 1-chloro-4-(2,3,4,6-tetra-O-acetyl-D-glucopyranos-1-yl)-2-bromomethyl-benzene (0.30 g), 3,5-difluoro-4-methoxy-phenylboronic acid (0.21 g) and potassium carbonate (0.31 g) in acetone (3 mL) and water (1 mL) under argon is cooled in an ice-bath. Then palladium dichloride (5 mg) is added and the cooling bath is removed. The reaction mixture is stirred at ambient temperature overnight. Then brine is added and the resulting mixture is extracted with ethyl acetate. The combined e...